From a dataset of the Open Reaction Database (ORD), a public repository of structured organic reaction records. describe an organic reaction: reactants, conditions, products, and yield The reactants are COc1cccc(C(C)N)c1, CO, CC(C)[O-], CC(C)[O-], CC(C)[O-], CC(C)[O-], ClC(Cl)Cl, CC(=O)CCc1ccccc1Cl, [Ti+4]. Product: COc1cccc(C(C)NC(C)CCc2ccccc2Cl)c1. RXN SMILES: [CH3:13][O:14][c:15]1[cH:16][c:17]([CH:21]([CH3:22])[NH2:23])[cH:18][cH:19][cH:20]1.[CH3:24][OH:25].[CH3:30][CH:31]([CH3:32])[O-:33].[CH3:35][CH:36]([CH3:37])[O-:38].[CH3:39][CH:40]([CH3:41])[O-:42].[CH3:43][CH:44]([CH3:45])[O-:46].[CH:26]([Cl:27])([Cl:28])[Cl:29].[Cl:1][c:2]1[c:3]([CH2:8][CH2:9][C:10]([CH3:11])=[O:12])[cH:4][cH:5][cH:6][cH:7]1.[Ti+4:34]>>[Cl:1][c:2]1[c:3]([CH2:8][CH2:9][CH:10]([CH3:11])[NH:23][CH:21]([c:17]2[cH:16][c:15]([O:14][CH3:13])[cH:20][cH:19][cH:18]2)[CH3:22])[cH:4][cH:5][cH:6][cH:7]1. Reactants: FC1=CC2=C(N(C=N2)C2OCCCC2)C=C1C#N (5-fluoro-1-(tetrahydro-2H-pyran-2-yl)-1H-benzo[d]imidazole-6-carbonitrile). Reagents/catalysts: [Ni] (Raney nickel). The solvent is N.CO (NH3 MeOH). Run at time 8 hour. The product is FC1=CC2=C(N(C=N2)C2OCCCC2)C=C1CN ((5-fluoro-1-(tetrahydro-2H-pyran-2-yl)-1H-benzo[d]imidazol-6-yl)methanamine). Isolated yield 28.7%. RXN SMILES: [F:1][C:2]1[C:16]([C:17]#[N:18])=[CH:15][C:5]2[N:6]([CH:9]3[CH2:14][CH2:13][CH2:12][CH2:11][O:10]3)[CH:7]=[N:8][C:4]=2[CH:3]=1>[Ni].N.CO>[F:1][C:2]1[C:16]([CH2:17][NH2:18])=[CH:15][C:5]2[N:6]([CH:9]3[CH2:14][CH2:13][CH2:12][CH2:11][O:10]3)[CH:7]=[N:8][C:4]=2[CH:3]=1 |f:2.3|. Reported procedure: A mixture of 5-fluoro-1-(tetrahydro-2H-pyran-2-yl)-1H-benzo[d]imidazole-6-carbonitrile (1.2 g, 4.9 mmol) and Raney nickel (40 mg) in NH3/MeOH solution (7 N, 20 mL) was stirred under hydrogen at RT overnight. The reaction mixture was filtered through Celite® and the filtrate concentrated in vacuo to afford (5-fluoro-1-(tetrahydro-2H-pyran-2-yl)-1H-benzo[d]imidazol-6-yl)methanamine as an oil (350 mg, 28.7%). MS (ESI): m/z=250 [M+1]+. Starting materials: C(C1=CC=CC=C1)NC(C1=C(C=C(C=C1)Br)N)=O (N-benzyl-2-amino-4-bromobenzamide), C(=O)O (formic acid). The product is C(C1=CC=CC=C1)N1C=NC2=CC(=CC=C2C1=O)Br (3-benzyl-7-bromo-4-oxo-3,4-dihydroquinazoline). Reaction SMILES: [CH2:1]([NH:8][C:9](=[O:18])[C:10]1[CH:15]=[CH:14][C:13]([Br:16])=[CH:12][C:11]=1[NH2:17])[C:2]1[CH:7]=[CH:6][CH:5]=[CH:4][CH:3]=1.[CH:19](O)=O>>[CH2:1]([N:8]1[C:9](=[O:18])[C:10]2[C:11](=[CH:12][C:13]([Br:16])=[CH:14][CH:15]=2)[N:17]=[CH:19]1)[C:2]1[CH:3]=[CH:4][CH:5]=[CH:6][CH:7]=1. Reported procedure: 10 ml of formic acid was added to 18.5 g of N-benzyl-2-amino-4-bromobenzamide, and was heated under reflux for 2 hours. After distilling out excess reagent under reduced pressure, saturated sodium bicarbonate aqueous solution was added, and extracted with ethyl acetate. Ethyl acetated layer was washed with saturated saline solution, and dried with anhydrous sodium sulfate. The solvents were distilled outunder reduced pressure, and the residues were separated and purified by silicagel column chro...